This data is from the Open Reaction Database (ORD), a public repository of structured organic reaction records. The task is: describe an organic reaction: reactants, conditions, products, and yield Reactants: C1CCOC1, CCOC(=O)c1nc(NC(=O)OCCSc2ccc(C(F)(F)F)cc2)cn1C, Cl, [Li+], [OH-], O. Yields the product Cn1cc(NC(=O)OCCSc2ccc(C(F)(F)F)cc2)nc1C(=O)O. RXN SMILES: [CH2:32]1[O:33][CH2:34][CH2:35][CH2:36]1.[CH3:1][n:2]1[c:3]([C:24](=[O:25])[O:26][CH2:27][CH3:28])[n:4][c:5]([NH:7][C:8](=[O:9])[O:10][CH2:11][CH2:12][S:13][c:14]2[cH:15][cH:16][c:17]([C:20]([F:21])([F:22])[F:23])[cH:18][cH:19]2)[cH:6]1.[ClH:31].[Li+:30].[OH-:29].[OH2:37]>>[CH3:1][n:2]1[c:3]([C:24](=[O:25])[OH:26])[n:4][c:5]([NH:7][C:8](=[O:9])[O:10][CH2:11][CH2:12][S:13][c:14]2[cH:15][cH:16][c:17]([C:20]([F:21])([F:22])[F:23])[cH:18][cH:19]2)[cH:6]1. The reactants are ClC=1C=C(C=CC1)[C@@H]([C@H]1CN(CCC1)C(=O)OC(C)(C)C)OCCC(=O)NC ((R)-tert-butyl 3-((R)-(3-chlorophenyl)(3-(methylamino)-3-oxopropoxy)methyl)piperidine-1-carboxylate). Solvent: solution, C(=O)(C(F)(F)F)O (TFA), C(Cl)Cl (CH2Cl2). Conditions: time 1 hour. Yields the product ClC=1C=C(C=CC1)[C@H](OCCC(=O)NC)[C@H]1CNCCC1 (3-((R)-(3-chlorophenyl)((R)-piperidin-3-yl)methoxy)-N-methylpropanamide). Isolated yield 89.7%. Reaction SMILES: [Cl:1][C:2]1[CH:3]=[C:4]([C@H:8]([O:22][CH2:23][CH2:24][C:25]([NH:27][CH3:28])=[O:26])[C@@H:9]2[CH2:14][CH2:13][CH2:12][N:11](C(OC(C)(C)C)=O)[CH2:10]2)[CH:5]=[CH:6][CH:7]=1>C(O)(C(F)(F)F)=O.C(Cl)Cl>[Cl:1][C:2]1[CH:3]=[C:4]([C@@H:8]([C@@H:9]2[CH2:14][CH2:13][CH2:12][NH:11][CH2:10]2)[O:22][CH2:23][CH2:24][C:25]([NH:27][CH3:28])=[O:26])[CH:5]=[CH:6][CH:7]=1. Reported procedure: (R)-tert-butyl 3-((R)-(3-chlorophenyl)(3-(methylamino)-3-oxopropoxy)methyl)piperidine-1-carboxylate (0.80 g, 1.95 mmol) was dissolved in a 20% solution of TFA in CH2Cl2 (20.6 mL) and stirred for about 1 h at rt until the reaction was complete. The solvent was removed by evaporation and the crude product was purified with preparative HPLC to afford 3-((R)-(3-chlorophenyl)((R)-piperidin-3-yl)methoxy)-N-methylpropanamide (542 mg, 1.75 mmol, 90% yield). MS (E/Z): 311 (M+H+). Starting materials: FC1=C(N)C=CC=C1 (2-fluoroaniline), N(=C=O)C1=CC=C(C=C1)CC(=O)OC (Methyl 4-Isocyanatophenylacetate). Product: FC1=C(C=CC=C1)NC(NC1=CC=C(C=C1)CC(=O)O)=O (4-(2-Fluorophenyl)ureidophenylacetic acid). As a reaction SMILES: [F:1][C:2]1[CH:8]=[CH:7][CH:6]=[CH:5][C:3]=1[NH2:4].[N:9]([C:12]1[CH:17]=[CH:16][C:15]([CH2:18][C:19]([O:21]C)=[O:20])=[CH:14][CH:13]=1)=[C:10]=[O:11]>>[F:1][C:2]1[CH:8]=[CH:7][CH:6]=[CH:5][C:3]=1[NH:4][C:10](=[O:11])[NH:9][C:12]1[CH:13]=[CH:14][C:15]([CH2:18][C:19]([OH:21])=[O:20])=[CH:16][CH:17]=1. Reported procedure: 4-(2-Fluorophenyl)ureidophenylacetic acid was prepared using procedure C with 2-fluoroaniline and KCl: 1H NMR (CD3SOCD3, 300 MHz, ppm) 9.00 (s, 1H), 8.51 (d, 2.4 Hz, 1H), 8.14 (dd, 8.3 Hz, 1.5 Hz, 1H), 7.37 (d, 8.5 Hz, 2H), 7.07-7.25 (m, 4H), 6.99 (m, 1H), 3.48 (s, 2H).